This data is from the Open Reaction Database (ORD), a public repository of structured organic reaction records. The task is: describe an organic reaction: reactants, conditions, products, and yield The reactants are CC#N, Cl, OC1CNCCC1c1cccc(C(F)(F)F)c1, [K+], [K+], O=C([O-])[O-], CS(=O)(=O)CCC#Cc1ccccc1. Yields the product OC1CN(CCC#Cc2ccccc2)CCC1c1cccc(C(F)(F)F)c1. Reaction SMILES: [CH3:39][C:40]#[N:41].[ClH:15].[F:16][C:17]([c:18]1[cH:19][c:20]([CH:24]2[CH:25]([OH:30])[CH2:26][NH:27][CH2:28][CH2:29]2)[cH:21][cH:22][cH:23]1)([F:31])[F:32].[K+:33].[K+:34].[O-:35][C:36]([O-:37])=[O:38].[S:1]([CH3:2])(=[O:3])(=[O:4])[CH2:5][CH2:6][C:7]#[C:8][c:9]1[cH:10][cH:11][cH:12][cH:13][cH:14]1>>[CH2:5]([CH2:6][C:7]#[C:8][c:9]1[cH:10][cH:11][cH:12][cH:13][cH:14]1)[N:27]1[CH2:26][CH:25]([OH:30])[CH:24]([c:20]2[cH:19][c:18]([C:17]([F:16])([F:31])[F:32])[cH:23][cH:22][cH:21]2)[CH2:29][CH2:28]1. Starting materials: ON=C(C(=O)C1=CC=CC=C1)C=1C=NC=CC1 (2-(hydroxyimino)-1-phenyl-2-(pyridin-3-yl)ethanone), C(=O)(O)[O-].[Na+] (NaHCO3), C([O-])([O-])=O.[K+].[K+] (potassium carbonate), IC (iodomethane), N(N)C(N)=S (hydrazinecarbothioamide), Cl (HCl), ice. Solvent: O (H2O), CCO.O (EtOH H2O). Run at time 1 hour. Yields the product CSC=1N=NC(=C(N1)C=1C=NC=CC1)C1=CC=CC=C1 (3-(Methylthio)-6-phenyl-5-(pyridin-3-yl)-1,2,4-triazine). As a reaction SMILES: O[N:2]=[C:3]([C:12]1[CH:13]=[N:14][CH:15]=[CH:16][CH:17]=1)[C:4]([C:6]1[CH:11]=[CH:10][CH:9]=[CH:8][CH:7]=1)=O.[NH:18]([C:20](=[S:22])N)[NH2:19].Cl.[C:24]([O-])(O)=O.[Na+].C(=O)([O-])[O-].[K+].[K+].IC>O.CCO.O>[CH3:24][S:22][C:20]1[N:18]=[N:19][C:4]([C:6]2[CH:11]=[CH:10][CH:9]=[CH:8][CH:7]=2)=[C:3]([C:12]2[CH:13]=[N:14][CH:15]=[CH:16][CH:17]=2)[N:2]=1 |f:3.4,5.6.7,10.11|. Reported procedure: To a suspension of 2-(hydroxyimino)-1-phenyl-2-(pyridin-3-yl)ethanone (0.434 g, 1.918 mmol) in a 1:1 mixture of EtOH/H2O (8.0 mL) was added hydrazinecarbothioamide (0.262 g, 2.88 mmol) followed by concentrated HCl (0.307 mL, 3.84 mmol). The reaction was stirred at room temperature for 1 h then heated to 90° C. overnight. Upon completion, the reaction mixture was neutralized with saturated NaHCO3. The solid formed was filtered and rinsed with H2O. The solid was added to a solution of potassium ca... Starting materials: CC(C)(C)OC(=O)N1CCC(OS(C)(=O)=O)CC1, O=C([O-])O, CCOC(C)=O, CN(C)C=O, CCCCCCC, [K+], [K+], [Na+], O=C([O-])[O-], O=c1[nH]ccc2cc(S)ccc12. The product is CC(C)(C)OC(=O)N1CCC(Sc2ccc3c(=O)[nH]ccc3c2)CC1. RXN SMILES: [C:13]([CH3:14])([CH3:15])([CH3:16])[O:17][C:18](=[O:19])[N:20]1[CH2:21][CH2:22][CH:23]([O:26][S:27]([CH3:28])(=[O:29])=[O:30])[CH2:24][CH2:25]1.[C:37](=[O:38])([O-:39])[OH:40].[C:54]([O:55][CH2:56][CH3:57])(=[O:58])[CH3:59].[CH3:42][N:43]([CH3:44])[CH:45]=[O:46].[CH3:47][CH2:48][CH2:49][CH2:50][CH2:51][CH2:52][CH3:53].[K+:31].[K+:32].[Na+:41].[O-:33][C:34]([O-:35])=[O:36].[SH:1][c:2]1[cH:3][c:4]2[cH:5][cH:6][nH:7][c:8](=[O:12])[c:9]2[cH:10][cH:11]1>>[S:1]([c:2]1[cH:3][c:4]2[cH:5][cH:6][nH:7][c:8](=[O:12])[c:9]2[cH:10][cH:11]1)[CH:23]1[CH2:22][CH2:21][N:20]([C:18]([O:17][C:13]([CH3:14])([CH3:15])[CH3:16])=[O:19])[CH2:25][CH2:24]1. The reactants are CC(=O)[O-], CC(C)=O, [Na+], O, O, CC(CO)(CO)CO, Cc1ccc(S(=O)(=O)O)cc1. The product is CC1(CO)COC(C)(C)OC1. As a reaction SMILES: [CH3:26][C:27](=[O:28])[O-:29].[CH3:9][C:10]([CH3:11])=[O:12].[Na+:25].[OH2:13].[OH2:30].[OH:1][CH2:2][C:3]([CH3:4])([CH2:5][OH:6])[CH2:7][OH:8].[c:14]1([CH3:15])[cH:16][cH:17][c:18]([S:19]([OH:20])(=[O:21])=[O:22])[cH:23][cH:24]1>>[OH:1][CH2:2][C:3]1([CH3:4])[CH2:5][O:6][C:10]([CH3:9])([CH3:11])[O:8][CH2:7]1.